This data is from the Open Reaction Database (ORD), a public repository of structured organic reaction records. The task is: describe an organic reaction: reactants, conditions, products, and yield The reactants are ClC1=CC=C(C(=O)OC)C=C1 (methyl 4-chlorobenzoate), C[Si]([O-])(C)C.[Li+] (lithium trimethylsilanolate). The solvent is C1(=CC=CC=C1)C (toluene). The product is ClC1=CC=C(C(=O)[O-])C=C1.[Li+] (Lithium 4-chlorobenzoate). Isolated yield 46.4%. RXN SMILES: [Cl:1][C:2]1[CH:11]=[CH:10][C:5]([C:6]([O:8]C)=[O:7])=[CH:4][CH:3]=1.C[Si](C)(C)[O-].[Li+:17]>C1(C)C=CC=CC=1>[Cl:1][C:2]1[CH:11]=[CH:10][C:5]([C:6]([O-:8])=[O:7])=[CH:4][CH:3]=1.[Li+:17] |f:1.2,4.5|. Reported procedure: The procedure of Example 1 was followed using methyl 4-chlorobenzoate (4.3 g, 25.2 mmol), lithium trimethylsilanolate (2.42 g, 25.2 mmol), and dry toluene (100 mL) and overnight heating at reflux. Lithium 4-chlorobenzoate (1.9 g, 46% yield) was isolated as a white solid: 1H NMR (D2O) δ 7.4 (ABq, Δν1-3 =31 Hz, J=9 Hz, Ar--H's, 2 H). This solid was contaminated with a small amount of lithium trimethylsilanolate. The reactants are C(C)(C)(C)OC(NC1CCN(CC1)C1=CC(=CC=C1)C1=NC2=C(N1C)C=CC=C2)=O ({1-[3-(1-Methyl-1H-benzoimidazol-2-yl)-phenyl]-piperidin-4-yl}-carbamic acid tert-butyl ester), ClCCl (dichloromethane). Solvent: CO (methanol), Cl (HCl), CCOCC (Et2O). Reaction conditions: time 8 hour. The product is Cl.CN1C(=NC2=C1C=CC=C2)C=2C=C(C=CC2)N2CCC(CC2)N (1-[3-(1-Methyl-1H-benzoimidazol-2-yl)-phenyl]-piperidin-4-ylamine hydrochloride). Reaction SMILES: C(OC(=O)[NH:7][CH:8]1[CH2:13][CH2:12][N:11]([C:14]2[CH:19]=[CH:18][CH:17]=[C:16]([C:20]3[N:24]([CH3:25])[C:23]4[CH:26]=[CH:27][CH:28]=[CH:29][C:22]=4[N:21]=3)[CH:15]=2)[CH2:10][CH2:9]1)(C)(C)C.[Cl:31]CCl>CO.Cl.CCOCC>[ClH:31].[CH3:25][N:24]1[C:23]2[CH:26]=[CH:27][CH:28]=[CH:29][C:22]=2[N:21]=[C:20]1[C:16]1[CH:15]=[C:14]([N:11]2[CH2:12][CH2:13][CH:8]([NH2:7])[CH2:9][CH2:10]2)[CH:19]=[CH:18][CH:17]=1 |f:5.6|. Reported procedure: To a mixture of {1-[3-(1-Methyl-1H-benzoimidazol-2-yl)-phenyl]-piperidin-4-yl}-carbamic acid tert-butyl ester (2.00 g, 4.93 mmol) in dichloromethane (2 mL) and methanol (1 mL), 2M HCl in Et2O (25 mL) was added and the resulting mixture was stirred overnight at room temperature. The reactants are ClC=1C=CC2=C(C(OC(N2C)=O)=O)C1 (6-chloro-1-methyl-2H-3,1-benzoxazine-2,4(1H)-dione), NCC(=O)O (glycine). Run in C(C)(=O)O (acetic acid). Reaction conditions: temperature 0 celsius. Product: ClC=1C=CC2=C(C(NCC(N2C)=O)=O)C1 (7-Chloro-3,4-dihydro-1-methyl-1H-1,4-benzodiazepine-2,5-dione), solid. Isolated yield 89.0%. As a reaction SMILES: [Cl:1][C:2]1[CH:3]=[CH:4][C:5]2[N:10]([CH3:11])[C:9](=[O:12])[O:8][C:7](=O)[C:6]=2[CH:14]=1.[NH2:15][CH2:16]C(O)=O>C(O)(=O)C>[Cl:1][C:2]1[CH:3]=[CH:4][C:5]2[N:10]([CH3:11])[C:9](=[O:12])[CH2:16][NH:15][C:7](=[O:8])[C:6]=2[CH:14]=1. Reported procedure: As illustrated in the scheme above, a mixture of 6-chloro-1-methyl-2H-3,1-benzoxazine-2,4(1H)-dione (6.00 g, 28.4 mmol) and glycine (2.14 g, 28.4 mmol) in glacial acetic acid (72 mL) was heated at reflux for 4 h. The reaction was cooled and concentrated in vacuo. Water was added to the residue, and the mixture was cooled to 0° C. NaHCO3 was added to adjust the pH of the aqueous layer to approximately 8, and then the aqueous layer was extracted with CH2Cl2 (3×). The combined organic phases were d...